This data is from the Open Reaction Database (ORD), a public repository of structured organic reaction records. The task is: describe an organic reaction: reactants, conditions, products, and yield The reactants are N1(CCCC1)[C@@H]1[C@@H](CCC1)N (cis-2-pyrrolidin-1-yl-cyclopentylamine), N1(CCCC1)[C@@H]1[C@@H](CCC1)N (cis-2-pyrrolidin-1-yl-cyclopentylamine), ClC1=CC(=C(C(=O)O)C=C1)C(F)(F)F (4-chloro-2-(trifluoromethyl)benzoic acid). Yields the product ClC1=CC(=C(C(=O)N[C@H]2[C@H](CCC2)N2CCCC2)C=C1)C(F)(F)F (cis-4-Chloro-N-(2-pyrrolidin-1-yl-cyclopentyl)-2-trifluoromethyl-benzamide). Reaction SMILES: [N:1]1([C@H:6]2[CH2:10][CH2:9][CH2:8][C@H:7]2[NH2:11])[CH2:5][CH2:4][CH2:3][CH2:2]1.[Cl:12][C:13]1[CH:21]=[CH:20][C:16]([C:17](O)=[O:18])=[C:15]([C:22]([F:25])([F:24])[F:23])[CH:14]=1>>[Cl:12][C:13]1[CH:21]=[CH:20][C:16]([C:17]([NH:11][C@@H:7]2[CH2:8][CH2:9][CH2:10][C@@H:6]2[N:1]2[CH2:2][CH2:3][CH2:4][CH2:5]2)=[O:18])=[C:15]([C:22]([F:23])([F:24])[F:25])[CH:14]=1. Procedure details: The title compound, yellow oil, MS: m/e=361.3 [(M+H)+], was prepared in accordance with the general method of example 5 from cis-2-pyrrolidin-1-yl-cyclopentylamine (intermediate Q) and 4-chloro-2-(trifluoromethyl)benzoic acid. Starting materials: N1C(=O)C(=O)C2=CC=CC=C12 (isatin), [OH-].[K+] (potassium hydroxide), FC(C(C)=O)(F)F (trifluoroacetone), C(C)(=O)O (acetic acid), C(C)(=O)[O-].[Na+] (sodium acetate), Cl (hydrochloric acid). Run in O (water). Reaction conditions: temperature 70 celsius. Product: FC(C1=NC2=CC=CC=C2C(=C1)C(=O)O)(F)F (2-trifluoromethyl cinchoninic acid). Isolated yield 76.0%. As a reaction SMILES: [NH:1]1[C:11]2[C:6](=[CH:7][CH:8]=[CH:9][CH:10]=2)[C:4](=O)[C:2]1=[O:3].[OH-].[K+].C(O)(=[O:16])C.C([O-])(=O)C.[Na+].[F:23][C:24]([F:29])([F:28])[C:25](=O)[CH3:26].Cl>O>[F:23][C:24]([F:29])([F:28])[C:25]1[CH:26]=[C:4]([C:2]([OH:16])=[O:3])[C:6]2[C:11](=[CH:10][CH:9]=[CH:8][CH:7]=2)[N:1]=1 |f:1.2,4.5|. Procedure: A 500 mL three-necked flask equipped with a stirrer, water condenser and thermometer was charged with fifteen grams (15 g) of isatin (0.10 mol), six grams (6 g) of potassium hydroxide (0.11 mol), and 100 mL of water. About 12 grams (12 g) of glacial acetic acid (0.20 mol) and 12 grams (12 g) of sodium acetate (0.14 mol) were then added to bring the pH of the mixture to 5±0.1. After the addition of 13.7 grams of trifluoroacetone (0.12 mol), the mixture was heated to 70° C. for 15 hours. At the en... The reactants are COC(=O)C(Br)c1ccc(Oc2ccc(Cl)cc2)cc1, C[O-], CO, [I-], [K+], [Na+], O, Oc1cccc2ccccc12, c1ccccc1. Yields the product COC(=O)C(Oc1cccc2ccccc12)c1ccc(Oc2ccc(Cl)cc2)cc1. Reaction SMILES: [Br:17][CH:18]([C:19](=[O:20])[O:21][CH3:22])[c:23]1[cH:24][cH:25][c:26]([O:29][c:30]2[cH:31][cH:32][c:33]([Cl:36])[cH:34][cH:35]2)[cH:27][cH:28]1.[CH3:12][O-:13].[CH3:37][OH:38].[I-:16].[K+:15].[Na+:14].[OH2:45].[OH:1][c:2]1[cH:3][cH:4][cH:5][c:6]2[cH:7][cH:8][cH:9][cH:10][c:11]12.[cH:39]1[cH:40][cH:41][cH:42][cH:43][cH:44]1>>[O:1]([c:2]1[cH:3][cH:4][cH:5][c:6]2[cH:7][cH:8][cH:9][cH:10][c:11]12)[CH:18]([C:19](=[O:20])[O:21][CH3:22])[c:23]1[cH:24][cH:25][c:26]([O:29][c:30]2[cH:31][cH:32][c:33]([Cl:36])[cH:34][cH:35]2)[cH:27][cH:28]1. Reactants: ClC1=CC=C(S1)C(=O)NC(C(=O)O)(COC)COC (2-[(5-chloro-thiophene-2-carbonyl)-amino]-3-methoxy-2-methoxymethyl-propionic acid), C(C)OC1N(C2=CC=CC=C2C=C1)C(=O)OCC (2-ethoxy-1-ethoxycarbonyl-1.2-dihydroquinoline), CN1CCC2=C(CC1)C=C(C=C2)N (3-methyl-2,3,4,5-tetrahydro-1H-benzo[d]azepin-7-ylamine). Solvent: C1CCOC1 (THF). Conditions: temperature 40 celsius, time 30 minute. Product: COCC(C(NC1=CC2=C(CCN(CC2)C)C=C1)=O)(COC)NC(=O)C=1SC(=CC1)Cl (5-chloro-thiophene-2-carboxylic acid-N-[2-methoxy-1-methoxymethyl-1-(3-methyl-2,3,4,5-tetrahydro-1H-benzo[d]azepin-7-ylcarbamoyl)-ethyl]-amide). As a reaction SMILES: [Cl:1][C:2]1[S:6][C:5]([C:7]([NH:9][C:10]([CH2:17][O:18][CH3:19])([CH2:14][O:15][CH3:16])[C:11]([OH:13])=O)=[O:8])=[CH:4][CH:3]=1.C(OC1C=CC2C(=CC=CC=2)N1C(OCC)=O)C.[CH3:38][N:39]1[CH2:45][CH2:44][C:43]2[CH:46]=[C:47]([NH2:50])[CH:48]=[CH:49][C:42]=2[CH2:41][CH2:40]1>C1COCC1>[CH3:16][O:15][CH2:14][C:10]([NH:9][C:7]([C:5]1[S:6][C:2]([Cl:1])=[CH:3][CH:4]=1)=[O:8])([CH2:17][O:18][CH3:19])[C:11](=[O:13])[NH:50][C:47]1[CH:48]=[CH:49][C:42]2[CH2:41][CH2:40][N:39]([CH3:38])[CH2:45][CH2:44][C:43]=2[CH:46]=1. Reported procedure: 0.05 g (0.16 mmol) 2-[(5-chloro-thiophene-2-carbonyl)-amino]-3-methoxy-2-methoxymethyl-propionic acid are dissolved in 1.5 ml THF and at room temperature 0.04 g (0.16 mmol) 2-ethoxy-1-ethoxycarbonyl-1.2-dihydroquinoline (EEDQ) are added. After 30 min, 0.029 g (0.16 mmol) of 3-methyl-2,3,4,5-tetrahydro-1H-benzo[d]azepin-7-ylamine is added and the mixture is stirred for 12 h at 40° C. Then it is concentrated by evaporation i.vac. And purified by chromatography through RP material (Microsorb C18 Va... The reactants are COC(C1=C(C=C(C(=C1)C)OC(F)(F)F)N(CCCC(=O)OC)C(=O)OC(C)(C)C)=O (2-[tert-Butoxycarbonyl-(3-methoxycarbonyl-propyl)-amino]-5-methyl-4-trifluoromethoxy-benzoic acid methyl ester), C(C)(=O)OCC (ethyl acetate), CC(C)([O-])C.[K+] (potassium t-butoxide), C(C)(=O)O (acetic acid). Run in C1(=CC=CC=C1)C (toluene), C1(=CC=CC=C1)C (toluene). Reaction conditions: temperature 100 celsius. The product is CC1=CC2=C(NCCCC2=O)C=C1OC(F)(F)F (7-Methyl-8-trifluoromethoxy-1,2,3,4-tetrahydro-benzo[b]azepin-5-one). Yield: 45.0%. As a reaction SMILES: COC(=O)[C:4]1[CH:9]=[C:8]([CH3:10])[C:7]([O:11][C:12]([F:15])([F:14])[F:13])=[CH:6][C:5]=1[N:16](C(OC(C)(C)C)=O)[CH2:17][CH2:18][CH2:19][C:20]([O:22]C)=O.CC(C)([O-])C.[K+].C(O)(=O)C.C(OCC)(=O)C>C1(C)C=CC=CC=1>[CH3:10][C:8]1[C:7]([O:11][C:12]([F:13])([F:14])[F:15])=[CH:6][C:5]2[NH:16][CH2:17][CH2:18][CH2:19][C:20](=[O:22])[C:4]=2[CH:9]=1 |f:1.2|. Reported procedure: Add a solution of 2-[tert-Butoxycarbonyl-(3-methoxycarbonyl-propyl)-amino]-5-methyl-4-trifluoromethoxy-benzoic acid methyl ester (1.1 g, 2.4 mmol), in toluene (25 mL) to a solution of potassium t-butoxide (0.51 g, 4.9 mmol) in toluene (75 mL) at 100° C. over 30 min. After heating for 1 h cool the reaction to room temperature and quench the reaction with acetic acid (5.0 mmol). Dilute the reaction with ethyl acetate (100 mL) and wash with water (2×200 mL) followed by brine (200 mL). Dry the organ... The reactants are C1CCOC1, Cn1cccn1, [Li]CCCC, CC(C)OB1OC(C)(C)C(C)(C)O1, [Cl-], [NH4+]. Product: Cn1nccc1B1OC(C)(C)C(C)(C)O1. As a reaction SMILES: [CH2:25]1[O:26][CH2:27][CH2:28][CH2:29]1.[CH3:1][n:2]1[n:3][cH:4][cH:5][cH:6]1.[CH3:7][CH2:8][CH2:9][CH2:10][Li:11].[CH:12]([O:13][B:16]1[O:17][C:18]([CH3:23])([CH3:24])[C:19]([CH3:21])([CH3:22])[O:20]1)([CH3:14])[CH3:15].[Cl-:30].[NH4+:31]>>[CH3:1][n:2]1[n:3][cH:4][cH:5][c:6]1[B:16]1[O:17][C:18]([CH3:23])([CH3:24])[C:19]([CH3:21])([CH3:22])[O:20]1. Reactants: [Br-], COc1ccc(OCc2ccccc2)c(C=O)c1, C1CCOC1, COc1ccc([Mg+])cc1, [Cl-], [NH4+]. Yields the product COc1ccc(C(O)c2cc(OC)ccc2OCc2ccccc2)cc1. RXN SMILES: [Br-:19].[CH2:1]([c:2]1[cH:3][cH:4][cH:5][cH:6][cH:7]1)[O:8][c:9]1[c:10]([CH:11]=[O:12])[cH:13][c:14]([O:17][CH3:18])[cH:15][cH:16]1.[CH2:31]1[O:32][CH2:33][CH2:34][CH2:35]1.[CH3:20][O:21][c:22]1[cH:23][cH:24][c:25]([Mg+:28])[cH:26][cH:27]1.[Cl-:29].[NH4+:30]>>[CH2:1]([c:2]1[cH:3][cH:4][cH:5][cH:6][cH:7]1)[O:8][c:9]1[c:10]([CH:11]([OH:12])[c:25]2[cH:24][cH:23][c:22]([O:21][CH3:20])[cH:27][cH:26]2)[cH:13][c:14]([O:17][CH3:18])[cH:15][cH:16]1.